Task: describe an organic reaction: reactants, conditions, products, and yield. Dataset: the Open Reaction Database (ORD), a public repository of structured organic reaction records The reactants are NC1=NC=NC(=C1C#N)N[C@@H](C)C1=NC2=C(N1)C(=CC=C2)S(=O)(=O)C (4-amino-6-(((1S)-1-(7-(methylsulfonyl)-1H-benzimidazol-2-yl)ethyl)amino)-5-pyrimidinecarbonitrile), C([O-])([O-])=O.[K+].[K+] (potassium carbonate), FC1=CC=C(CBr)C=C1 (4-fluorobenzyl bromide). Run at time 18 hour. Reaction SMILES: [NH2:1][C:2]1[C:7]([C:8]#[N:9])=[C:6]([NH:10][C@H:11]([C:13]2[NH:17][C:16]3[C:18]([S:22]([CH3:25])(=[O:24])=[O:23])=[CH:19][CH:20]=[CH:21][C:15]=3[N:14]=2)[CH3:12])[N:5]=[CH:4][N:3]=1.C(=O)([O-])[O-].[K+].[K+].[F:32][C:33]1[CH:40]=[CH:39][C:36]([CH2:37]Br)=[CH:35][CH:34]=1>CN(C=O)C.CCOC(C)=O>[NH2:1][C:2]1[C:7]([C:8]#[N:9])=[C:6]([NH:10][C@H:11]([C:13]2[N:14]([CH2:37][C:36]3[CH:39]=[CH:40][C:33]([F:32])=[CH:34][CH:35]=3)[C:15]3[CH:21]=[CH:20][CH:19]=[C:18]([S:22]([CH3:25])(=[O:24])=[O:23])[C:16]=3[N:17]=2)[CH3:12])[N:5]=[CH:4][N:3]=1 |f:1.2.3|. Product: NC1=NC=NC(=C1C#N)N[C@@H](C)C1=NC2=C(N1CC1=CC=C(C=C1)F)C=CC=C2S(=O)(=O)C (4-amino-6-(((1S)-1-(1-(4-fluorobenzyl)-4-(methylsulfonyl)-1H-benzimidazol-2-yl)ethyl)amino)-5-pyrimidinecarbonitrile). Solvent: CN(C)C=O (DMF), CCOC(=O)C (EtOAc). Procedure: A mixture of 4-amino-6-(((1S)-1-(7-(methylsulfonyl)-1H-benzimidazol-2-yl)ethyl)amino)-5-pyrimidinecarbonitrile (36 mg, 0.10 mmol), potassium carbonate (21 mg, 0.15 mmol) and 4-fluorobenzyl bromide (15 μL, 0.12 mmol) in DMF (3 mL) was stirred at rt in a sealed flask for 18 h. The reaction mixture was diluted with EtOAc, washed with water, brine, dried over magnesium sulfate, and concentrated under reduced pressure. Purification of the residue by flash chromatography over silica gel, using 2.5% Me... Reactants: C(C)(C)(C)OC(C[C@H](C(=O)O)CCCC1CCCCC1)=O ((R)-2-[2-(tert-Butoxy)-2-oxoethyl]-5-cyclohexylpentanoic acid), C(=O)(N1C=NC=C1)N1C=NC=C1 (1,1′-carbonyidiimidazole), NC(C(=O)N)=NO (2-amino-2-(hydroxyimino)acetamide), CN(N1CC=CC=C1)C (N-Dimethylaminopyridine). The solvent is CN(C=O)C (dimethylformamide). Run at time 1 hour. Product: N\C(\C(=O)N)=N/OC(=O)[C@@H](CC(=O)OC(C)(C)C)CCCC1CCCCC1 (tert-Butyl (3R)-3-[({[(Z)-1,2-diamino-2-oxoethylidene]amino}oxy)carbonyl]-6-cyclohexylhexanoate). Isolated yield 74.2%. RXN SMILES: [C:1]([O:5][C:6](=[O:21])[CH2:7][C@@H:8]([CH2:12][CH2:13][CH2:14][CH:15]1[CH2:20][CH2:19][CH2:18][CH2:17][CH2:16]1)[C:9]([OH:11])=[O:10])([CH3:4])([CH3:3])[CH3:2].C(N1C=CN=C1)(N1C=CN=C1)=O.CN(C)N1C=CC=CC1.[NH2:43][C:44](=[N:48]O)[C:45]([NH2:47])=[O:46]>CN(C)C=O>[NH2:48]/[C:44](=[N:43]\[O:10][C:9]([C@H:8]([CH2:12][CH2:13][CH2:14][CH:15]1[CH2:16][CH2:17][CH2:18][CH2:19][CH2:20]1)[CH2:7][C:6]([O:5][C:1]([CH3:4])([CH3:2])[CH3:3])=[O:21])=[O:11])/[C:45]([NH2:47])=[O:46]. Procedure: (R)-2-[2-(tert-Butoxy)-2-oxoethyl]-5-cyclohexylpentanoic acid (Preparation 1) (3.47 g, 11.6 mmol) in dimethylformamide (21 ml) was treated with 1,1′-carbonyidiimidazole (1.97 g, 12.2 mmol) and the mixture was stirred at ambient temperature for 1 hour. N-Dimethylaminopyridine (1.43 g, 11.7 mmol) was then added in one portion, followed by the addition of 2-amino-2-(hydroxyimino)acetamide (1.25 g, 12.1 mmol, Helv.Chim.Acta; 47; 1964; 33-46). The resulting mixture was stirred at room temperature for... The reactants are COc2ccc1cc(OC(=O)N(C)C)ccc1c2 (substrate), CCO[Si](OCC)(OCC)c1ccc(C(C)(C)C)cc1 (effective_coupling_partner). Reagents/catalysts: dcype. Run at temperature 120 celsius, time 12 hour. Yields the product COc3ccc2cc(c1ccc(C(C)(C)C)cc1)ccc2c3. Yields the product C(C=C)OC1=CC=C2C=CC=C(C2=C1)OCC1=NC=CC=C1CCCO (2-(7-(2-Propenyloxy)naphthyloxymethyl)-3-pyridinepropanol). Reaction SMILES: [CH2:1]([O:4][C:5]1[CH:14]=[CH:13][C:12]2[C:7](=[CH:8][C:9](O)=[CH:10][CH:11]=2)[CH:6]=1)[CH:2]=[CH2:3].[H-].[Na+].[O:18]1C[CH:19]1[CH2:21][CH2:22][C:23]1[CH:24]=[N:25][CH:26]=[CH:27][CH:28]=1.CN(C)[CH:31]=[O:32]>>[CH2:1]([O:4][C:5]1[CH:6]=[C:7]2[C:12]([CH:11]=[CH:10][CH:9]=[C:8]2[O:32][CH2:31][C:24]2[C:23]([CH2:22][CH2:21][CH2:19][OH:18])=[CH:28][CH:27]=[CH:26][N:25]=2)=[CH:13][CH:14]=1)[CH:2]=[CH2:3] |f:1.2|. The reactants are C(C=C)OC1=CC2=CC(=CC=C2C=C1)O (2-(2-propenyloxy)-7-hydroxynaphthalene), [H-].[Na+] (sodium hydride), O1C(C1)CCC=1C=NC=CC1 ((±)-3-(2-oxiranylethyl)pyridine), CN(C=O)C (dimethylformamide). Procedure: Prepared according to the method described in Example 5 from 2-(2-propenyloxy)-7-hydroxynaphthalene (1.27 g; J. Org. Chem., (1981) 46, 4988), sodium hydride (60% dispersion in oil; 0.25 g) and (±)-3-(2-oxiranylethyl)pyridine (1.0 g) in dimethylformamide (20 ml) at room temperature to yield the title compound as an oil (0.410 g). Reactants: C(C)(C)(C)OC (methyl tert-butyl ether), [B-](F)(F)(F)F.[B-](F)(F)(F)F.C1C[N+]2(CC[N+]1(CC2)CCl)F (Selectfluor), ClC1=C(C=C(C(=C1)Cl)C)C1=NN(C(=C1)OC(F)F)C (3-(2,4-dichloro-5-methylphenyl)-5-difluoromethoxy-1-methyl-1H-pyrazole), [B-](F)(F)(F)F.[B-](F)(F)(F)F.C1C[N+]2(CC[N+]1(CC2)CCl)F (Selectfluor). Run in C(C)#N (acetonitrile). Conditions: time 12 hour. The product is ClC1=C(C=C(C(=C1)Cl)C)C1=NN(C(=C1F)OC(F)F)C (3-(2,4-Dichloro-5-methylphenyl)-5-difluoromethoxy-4-fluoro-1-methyl-1H-pyrazole). Reaction SMILES: [B-](F)(F)(F)F.[B-](F)(F)(F)F.C1[N+]2(CCl)CC[N+]([F:21])(CC2)C1.[Cl:22][C:23]1[CH:28]=[C:27]([Cl:29])[C:26]([CH3:30])=[CH:25][C:24]=1[C:31]1[CH:35]=[C:34]([O:36][CH:37]([F:39])[F:38])[N:33]([CH3:40])[N:32]=1.C(OC)(C)(C)C>C(#N)C>[Cl:22][C:23]1[CH:28]=[C:27]([Cl:29])[C:26]([CH3:30])=[CH:25][C:24]=1[C:31]1[C:35]([F:21])=[C:34]([O:36][CH:37]([F:38])[F:39])[N:33]([CH3:40])[N:32]=1 |f:0.1.2|. Reported procedure: 46.3 g (131 mmol) of Selectfluor™ were added to a solution of 40.2 g (131 mmol) of 3-(2,4-dichloro-5-methylphenyl)-5-difluoromethoxy-1-methyl-1H-pyrazole in 0.5 l of acetonitrile. After the mixture had been stirred for 12 hours at room temperature, it was heated for a further hour at reflux temperature. Thereafter, three batches of 6.9 g (20 mmol) of Selectfluor™ were added to the reaction mixture, a little at a time, and the mixture was heated in each case for one hour at reflux temperature. Th... As a reaction SMILES: O[C:2]1[N:3]=[C:4](C)[CH:5]=[C:6]2[CH2:11][CH2:10][O:9][C:8](=[O:12])[C:7]=12.[C:14](=[O:17])([O-])[O-].[K+].[K+].I[CH3:21]>CN(C)C=O>[CH3:21][O:17][CH2:14][C:2]1[N:3]=[CH:4][CH:5]=[C:6]2[CH2:11][CH2:10][O:9][C:8](=[O:12])[C:7]=12 |f:1.2.3|. Reactants: OC=1N=C(C=C2C1C(OCC2)=O)C (8-hydroxy-6methyl-3,4-dihydro-pyrano[3,4-c]pyridine-1-on), C([O-])([O-])=O.[K+].[K+] (potassium carbonate), IC (iodomethane). The solvent is CN(C=O)C (dimethylformamide). Reported procedure: 8-hydroxy-6methyl-3,4-dihydro-pyrano[3,4-c]pyridine-1-on (324 mg, 1.809 mmol) and anhydrous potassium carbonate were suspended in anhydrous dimethylformamide (DMF, 10 mL) and then dropwisely added with iodomethane (1.13 mL, 18.09 mmol) and stirred for about 4 hours at 70° C. under the nitrogen atmosphere. The mixture was concentrated under reduced pressure, added with 50 mL of distilled water and then extracted six times with 40 mL of 10% MeOH/MC. The resulting organic layer was dried using anhy... The yield is 62.0%. Conditions: temperature 70 celsius, time 4 hour. Yields the product COCC=1N=CC=C2C1C(OCC2)=O (8-methoxymethyl-3,4-dihydro-pyrano[3,4-c]pyridine-1-on).